This data is from the Open Reaction Database (ORD), a public repository of structured organic reaction records. The task is: describe an organic reaction: reactants, conditions, products, and yield The reactants are [K] (Potassium), CC1=NC(NN=C1C1=CC=CC=C1)=O (5-methyl-6-phenyl1,2,4-triazin-3(2H)-one), CI (Methyl iodide). Yield: 56.3%. Reaction SMILES: [K].[CH3:2][C:3]1[C:8]([C:9]2[CH:14]=[CH:13][CH:12]=[CH:11][CH:10]=2)=[N:7][NH:6][C:5](=[O:15])[N:4]=1.[CH3:16]I>CO>[CH3:16][N:6]1[C:5](=[O:15])[N:4]=[C:3]([CH3:2])[C:8]([C:9]2[CH:14]=[CH:13][CH:12]=[CH:11][CH:10]=2)=[N:7]1 |^1:0|. Yields the product CN1N=C(C(=NC1=O)C)C1=CC=CC=C1 (2,5-dimethyl-6-phenyl-1,2,4-triazin-3(2H)-one). Procedure: Potassium salt of 5-methyl-6-phenyl1,2,4-triazin-3(2H)-one (20 g) was dissolved in methanol (200 ml). Methyl iodide (37.8 g) was added thereto, and the solution was refluxed for 2.5 hours, and evaporated under reduced pressure. The resultant residue was washed with water and dissolved in chloroform. The solution was washed with water, dried over magnesium sulfate and concentrated to dryness. The residue was washed with ethyl acetate and dried to give 2,5-dimethyl-6-phenyl-1,2,4-triazin-3(2H)-one... Solvent: CO (methanol). The reagents and catalysts are C1=CC=C(C=C1)P([C-]2C=CC=C2)C3=CC=CC=C3.C1=CC=C(C=C1)P([C-]2C=CC=C2)C3=CC=CC=C3.Cl[Pd]Cl.[Fe+2] ([1,1′-bis(diphenylphosphino)ferrocene]dichloropalladium(II)). Reaction conditions: temperature 100 celsius. The reactants are crude mixture, BrC=1C=CC(=C2C(N(CC12)C)=O)NC1=NC(=NC=C1C(F)(F)F)NC1=C(C=C(CP(OCC)(OCC)=O)C=C1)OC (Diethyl [4-({4-[(7-bromo-2-methyl-3-oxo-2,3-dihydro-1H-isoindol-4-yl)amino]-5-(trifluoromethyl)pyrimidin-2-yl}amino)-3-methoxybenzyl]phosphonate), OB(C1=CC=C(C(=O)O)C=C1)O (4-(Dihydroxyboryl)benzoic acid), C([O-])([O-])=O.[K+].[K+] (potassium carbonate), ClCCl (dichloromethane), Thiol. The product is C(C)OP(=O)(OCC)CC1=CC(=C(C=C1)NC1=NC=C(C(=N1)NC=1C=CC(=C2CN(C(C12)=O)C)C1=CC=C(C(=O)O)C=C1)C(F)(F)F)OC (4-(7-{[2-({4-[(diethoxyphosphoryl)methyl]-2-methoxyphenyl}amino)-5-(trifluoromethyl)pyrimidin-4-yl]amino}-2-methyl-1-oxo-2,3-dihydro-1H-isoindol-4-yl)benzoic acid). Yield: 26.8%. RXN SMILES: Br[C:2]1[CH:3]=[CH:4][C:5]([NH:13][C:14]2[C:19]([C:20]([F:23])([F:22])[F:21])=[CH:18][N:17]=[C:16]([NH:24][C:25]3[CH:39]=[CH:38][C:28]([CH2:29][P:30](=[O:37])([O:34][CH2:35][CH3:36])[O:31][CH2:32][CH3:33])=[CH:27][C:26]=3[O:40][CH3:41])[N:15]=2)=[C:6]2[C:10]=1[CH2:9][N:8]([CH3:11])[C:7]2=[O:12].OB(O)[C:44]1[CH:52]=[CH:51][C:47]([C:48]([OH:50])=[O:49])=[CH:46][CH:45]=1.C(=O)([O-])[O-].[K+].[K+].ClCCl>C1C=CC(P(C2C=CC=CC=2)[C-]2C=CC=C2)=CC=1.C1C=CC(P(C2C=CC=CC=2)[C-]2C=CC=C2)=CC=1.Cl[Pd]Cl.[Fe+2].O.O1CCOCC1>[CH2:35]([O:34][P:30]([CH2:29][C:28]1[CH:38]=[CH:39][C:25]([NH:24][C:16]2[N:15]=[C:14]([NH:13][C:5]3[CH:4]=[CH:3][C:2]([C:44]4[CH:52]=[CH:51][C:47]([C:48]([OH:50])=[O:49])=[CH:46][CH:45]=4)=[C:10]4[C:6]=3[C:7](=[O:12])[N:8]([CH3:11])[CH2:9]4)[C:19]([C:20]([F:21])([F:23])[F:22])=[CH:18][N:17]=2)=[C:26]([O:40][CH3:41])[CH:27]=1)([O:31][CH2:32][CH3:33])=[O:37])[CH3:36] |f:2.3.4,6.7.8.9|. Run in O (water), O1CCOCC1 (1,4-dioxane). Procedure: Diethyl [4-({4-[(7-bromo-2-methyl-3-oxo-2,3-dihydro-1H-isoindol-4-yl)amino]-5-(trifluoromethyl)pyrimidin-2-yl}amino)-3-methoxybenzyl]phosphonate (20.0 mg, 0.0304 mmol), 4-(Dihydroxyboryl)benzoic acid (10.1 mg, 0.0608 mmol), potassium carbonate (12.6 mg, 0.0911 mmol), [1,1′-bis(diphenylphosphino)ferrocene]dichloropalladium(II), complex with dichloromethane (1:1) (2.48 mg, 0.00304 mmol), 1,4-dioxane (0.6 mL) and water (0.15 mL) were mixed and heated in microwave at 100° C. for 30 minutes. The crud...